The task is: describe an organic reaction: reactants, conditions, products, and yield. This data is from the Open Reaction Database (ORD), a public repository of structured organic reaction records. The reactants are CC=1C=C(C=CC1NS(=O)(=O)C)C(C)=O (3'-Methyl-4'-((methylsulfonyl)amino)acetophenone), [H-].[Al+3].[Li+].[H-].[H-].[H-] (lithium aluminum hydride), C(C)N(C(CCC(C1=CC=C(C=C1)NS(=O)(=O)C)=O)=O)CCCCCCC (N-ethyl-N-heptyl-γ-oxo-4-[(methylsulfonyl)amino]benzenebutanamide), [Na] (sodium), C(=O)([O-])C(O)C(O)C(=O)[O-].[K+].[K+] (potassium tartrate). Run in C1CCOC1 (THF), C(C)(=O)OCC (ethyl acetate), O1CCCC1 (tetrahydrofuran). Yields the product C(C)N(CCCC(O)C1=CC=C(C=C1)NS(=O)(=O)C)CCCCCCC (N-[4-[4-(ethylheptylamino)-1-hydroxybutyl]phenyl]methanesulfonamide). Reaction SMILES: [H-].[Al+3].[Li+].[H-].[H-].[H-].[CH2:7]([N:9]([CH2:27][CH2:28][CH2:29][CH2:30][CH2:31][CH2:32][CH3:33])[C:10](=O)[CH2:11][CH2:12][C:13](=[O:25])[C:14]1[CH:19]=[CH:18][C:17]([NH:20][S:21]([CH3:24])(=[O:23])=[O:22])=[CH:16][CH:15]=1)[CH3:8].CC1C=C(C(=O)C)C=CC=1NS(C)(=O)=O.[Na].C(C(C(C([O-])=O)O)O)([O-])=O.[K+].[K+]>O1CCCC1.C(OCC)(=O)C>[CH2:7]([N:9]([CH2:27][CH2:28][CH2:29][CH2:30][CH2:31][CH2:32][CH3:33])[CH2:10][CH2:11][CH2:12][CH:13]([C:14]1[CH:15]=[CH:16][C:17]([NH:20][S:21]([CH3:24])(=[O:23])=[O:22])=[CH:18][CH:19]=1)[OH:25])[CH3:8] |f:0.1.2.3.4.5,9.10.11,^1:48|. Procedure: A stirred suspension of lithium aluminum hydride (0.86 g, 0.0227 mol) in dry tetrahydrofuran (30 ml) under nitrogen is cooled to 0° to -5° C. and treated dropwise during 25 minutes with a solution of N-ethyl-N-heptyl-γ-oxo-4-[(methylsulfonyl)amino]benzenebutanamide as prepared in Preparation 3 (3.0 g, 0.00757 mole) in THF (30 ml). After 2.5 hours this mixture is treated dropwise with a saturated solution of sodium, potassium tartrate (10 ml) and then with ethyl acetate. The mixture is filtered a... Reactants: C(C1=CC=CC=C1)ON1C(C2=CC=CC=3C2=C(C1=O)C=C(C3N3C[C@H](CC3)NC(OC(C)(C)C)=O)C#N)=O ((S)-[1-(2-Benzyloxy-5-cyano-1,3-dioxo-2,3-dihydro-1H-benzo[de]isoquinolin-6-yl)-pyrrolidin-3-yl]-carbamic acid, tert-butyl ester). Reagents/catalysts: [Pd].[O-]S(=O)(=O)[O-].[Ba+2] (Pd BaSO4), [Pd].[O-]S(=O)(=O)[O-].[Ba+2] (Pd BaSO4). The solvent is CO (methanol). The product is C(#N)C=1C(=C2C3=C(C(N(C(C3=CC=C2)=O)O)=O)C1)N1C[C@H](CC1)NC(OC(C)(C)C)=O ((S)-[1-(5-cyano-2-hydroxy-1,3-dioxo-2,3-dihydro-1H-benzo[de]isoquinolin-6-yl)-pyrrolidin-3-yl]-carbamic acid, tert-butyl ester). Isolated yield 42.8%. RXN SMILES: C([O:8][N:9]1[C:18](=[O:19])[C:17]2[CH:20]=[C:21]([C:36]#[N:37])[C:22]([N:23]3[CH2:27][CH2:26][C@H:25]([NH:28][C:29](=[O:35])[O:30][C:31]([CH3:34])([CH3:33])[CH3:32])[CH2:24]3)=[C:15]3[C:16]=2[C:11](=[CH:12][CH:13]=[CH:14]3)[C:10]1=[O:38])C1C=CC=CC=1>CO.[Pd].[O-]S([O-])(=O)=O.[Ba+2]>[C:36]([C:21]1[C:22]([N:23]2[CH2:27][CH2:26][C@H:25]([NH:28][C:29](=[O:35])[O:30][C:31]([CH3:33])([CH3:32])[CH3:34])[CH2:24]2)=[C:15]2[CH:14]=[CH:13][CH:12]=[C:11]3[C:16]2=[C:17]([CH:20]=1)[C:18](=[O:19])[N:9]([OH:8])[C:10]3=[O:38])#[N:37] |f:2.3.4|. Reported procedure: Following the procedure of Example 55, (S)-[1-(2-benzyloxy-5-cyano-1,3-dioxo-2,3-dihydro-1H-benzo[de]isoquinolin-6-yl)-pyrrolidin-3-yl]-carbamic acid, tert-butyl ester (0.17 g, 0.31 mmol, from Example E2) and 5% Pd/BaSO4 (0.50 g) were reacted, with an additional 0.045 g and 0.030 g of 5% Pd/BaSO4 in methanol (50 mL) being added after 100 hours and 120 hours, respectively, to give 0.056 g of (S)-[1-(5-cyano-2-hydroxy-1,3-dioxo-2,3-dihydro-1H-benzo[de]isoquinolin-6-yl)-pyrrolidin-3-yl]-carbamic ac... The reactants are NC=1N=CC(=NC1C#N)C=1C=C(C(=O)N[C@H]2CCC3=CC=CC=C23)C=CC1 (3-(5-amino-6-cyanopyrazine-2-yl)-N-[(1S)-2,3-dihydro-1H-inden-1-yl]benzamide), 1,1-dimethyl (3S)-3-(hydrazinocarbonyl)piperidine-1-carboxylate, C(Cl)Cl.C(=O)(C(F)(F)F)O (CH2Cl2 TFA). Solvent: CN1CCCC1=O (NMP). Product: NC=1N=CC(=NC1C1=NN=C(N1)[C@@H]1CNCCC1)C=1C=C(C(=O)N[C@H]2CCC3=CC=CC=C23)C=CC1 (3-(5-amino-6-{5-[(3S)-piperidin-3-yl]-4H-1,2,4-triazol-3-yl}pyrazin-2-yl)-N-[(1S)-2,3-dihydro-1H-inden-1-yl]benzamide). As a reaction SMILES: [NH2:1][C:2]1[N:3]=[CH:4][C:5]([C:10]2[CH:11]=[C:12]([CH:25]=[CH:26][CH:27]=2)[C:13]([NH:15][C@@H:16]2[C:24]3[C:19](=[CH:20][CH:21]=[CH:22][CH:23]=3)[CH2:18][CH2:17]2)=[O:14])=[N:6][C:7]=1[C:8]#[N:9].C(Cl)Cl.[C:31](O)([C:33](F)(F)F)=O>CN1C(=O)CCC1>[NH2:1][C:2]1[N:3]=[CH:4][C:5]([C:10]2[CH:11]=[C:12]([CH:25]=[CH:26][CH:27]=2)[C:13]([NH:15][C@@H:16]2[C:24]3[C:19](=[CH:20][CH:21]=[CH:22][CH:23]=3)[CH2:18][CH2:17]2)=[O:14])=[N:6][C:7]=1[C:8]1[NH:3][C:2]([C@H:31]2[CH2:33][CH2:4][CH2:5][NH:6][CH2:7]2)=[N:1][N:9]=1 |f:1.2|. Procedure: A solution of 3-(5-amino-6-cyanopyrazine-2-yl)-N-[(1S)-2,3-dihydro-1H-inden-1-yl]benzamide (2.4 g, 6.6 mmol) and 1,1-dimethyl (3S)-3-(hydrazinocarbonyl)piperidine-1-carboxylate (2.4 g, 10.1 mmol) in NMP (3 mL) was heated to 180-200° C. for 1 h. The solvent was removed under reduced pressure. The residue obtained was stirred with CH2Cl2/TFA (20% v/v)) for 30 min., concentrated and purified by hplc. The compound was converted to the hydrochloride salt using a 4 M solution of HCl in dioxane to affo...